This data is from the Open Reaction Database (ORD), a public repository of structured organic reaction records. The task is: describe an organic reaction: reactants, conditions, products, and yield Reactants: FC1=CC=C(C=C1)[Mg]Br (4-fluorophenylmagnesium bromide), C1(=CC=CC=C1)C(N1CC(C1)=O)C1=CC=CC=C1 (1-Diphenylmethyl-3-azetidinone). Run in C1(=CC=CC=C1)C (toluene), C1(=CC=CC=C1)C (toluene). Conditions: temperature -78 celsius, time 4 hour. Product: FC1=CC=C(C=C1)C1(CN(C1)C(C1=CC=CC=C1)C1=CC=CC=C1)O (3-(4-fluorophenyl)-1-diphenylmethyl-3-azetidinol). Reaction SMILES: [F:1][C:2]1[CH:7]=[CH:6][C:5]([Mg]Br)=[CH:4][CH:3]=1.[C:10]1([CH:16]([C:22]2[CH:27]=[CH:26][CH:25]=[CH:24][CH:23]=2)[N:17]2[CH2:20][C:19](=[O:21])[CH2:18]2)[CH:15]=[CH:14][CH:13]=[CH:12][CH:11]=1>C1(C)C=CC=CC=1>[F:1][C:2]1[CH:7]=[CH:6][C:5]([C:19]2([OH:21])[CH2:20][N:17]([CH:16]([C:22]3[CH:23]=[CH:24][CH:25]=[CH:26][CH:27]=3)[C:10]3[CH:15]=[CH:14][CH:13]=[CH:12][CH:11]=3)[CH2:18]2)=[CH:4][CH:3]=1. Procedure: To a stirred solution of 4-fluorophenylmagnesium bromide (7.0 mL, 1 .OM (Et2O)) in toluene (20 mL) at −78° C. under argon, was added, dropwise, a solution of 1-diphenylmethyl-3-azetidinone (3) (1.4 g) in toluene (30 mL) over 30 minutes. The mixture was stirred for 4 hours at −78° C. then warmed to room temperature and partitioned between aqueous ammonium chloride solution (50 mL) and diethyl ether (3×20 mL). The combined organic fractions were washed (water, brine), dried (Na2SO4) and concentrat...